Dataset: the Open Reaction Database (ORD), a public repository of structured organic reaction records. Task: describe an organic reaction: reactants, conditions, products, and yield Starting materials: CC(C)=O, O=[Cr](=O)=O, O, O=S(=O)(O)O, C#CC(O)c1ccccc1. Product: C#CC(=O)c1ccccc1. RXN SMILES: [CH3:15][C:16](=[O:17])[CH3:18].[O:11]=[Cr:12](=[O:13])=[O:14].[OH2:19].[S:20](=[O:21])(=[O:22])([OH:23])[OH:24].[c:1]1([CH:7]([C:8]#[CH:9])[OH:10])[cH:2][cH:3][cH:4][cH:5][cH:6]1>>[c:1]1([C:7]([C:8]#[CH:9])=[O:10])[cH:2][cH:3][cH:4][cH:5][cH:6]1.